From a dataset of the Open Reaction Database (ORD), a public repository of structured organic reaction records. describe an organic reaction: reactants, conditions, products, and yield Reactants: Cl.C(C)N=C=NCCCN(C)C (N1-((ethylimino)methylene)-N3,N3-dimethylpropane-1,3-diamine hydrochloride), ClC1=CC=C(CN2C(=CC3=CC=CC=C23)C(=O)N2CCC(CC2)C(=O)O)C=C1 (1-(1-(4-chlorobenzyl)-1H-indole-2-carbonyl)piperidine-4-carboxylic acid), N1(N=NC2=C1C=CC=C2)O (1H-benzo[d][1,2,3]triazol-1-ol), CCN(C(C)C)C(C)C (Hunig's Base), CN1N=C(C=C1)CN ((1-methyl-1H-pyrazol-3-yl)methanamine). The solvent is O (water), C(C)(=O)OCC (ethyl acetate), C(Cl)Cl (DCM), C(Cl)Cl (DCM). Conditions: time 8 hour. Yields the product ClC1=CC=C(CN2C(=CC3=CC=CC=C23)C(=O)N2CCC(CC2)C(=O)NCC2=NN(C=C2)C)C=C1 (1-(1-(4-chlorobenzyl)-1H-indole-2-carbonyl)-N-((1-methyl-1H-pyrazol-3-yl)methyl)piperidine-4-carboxamide). As a reaction SMILES: Cl.C(N=C=NCCCN(C)C)C.[Cl:13][C:14]1[CH:40]=[CH:39][C:17]([CH2:18][N:19]2[C:27]3[C:22](=[CH:23][CH:24]=[CH:25][CH:26]=3)[CH:21]=[C:20]2[C:28]([N:30]2[CH2:35][CH2:34][CH:33]([C:36](O)=[O:37])[CH2:32][CH2:31]2)=[O:29])=[CH:16][CH:15]=1.N1(O)C2C=CC=CC=2N=N1.CCN(C(C)C)C(C)C.[CH3:60][N:61]1[CH:65]=[CH:64][C:63]([CH2:66][NH2:67])=[N:62]1>C(Cl)Cl.O.C(OCC)(=O)C>[Cl:13][C:14]1[CH:40]=[CH:39][C:17]([CH2:18][N:19]2[C:27]3[C:22](=[CH:23][CH:24]=[CH:25][CH:26]=3)[CH:21]=[C:20]2[C:28]([N:30]2[CH2:31][CH2:32][CH:33]([C:36]([NH:67][CH2:66][C:63]3[CH:64]=[CH:65][N:61]([CH3:60])[N:62]=3)=[O:37])[CH2:34][CH2:35]2)=[O:29])=[CH:16][CH:15]=1 |f:0.1|. Procedure details: N1-((ethylimino)methylene)-N3,N3-dimethylpropane-1,3-diamine hydrochloride (259 mg, 1.350 mmol), 1-(1-(4-chlorobenzyl)-1H-indole-2-carbonyl)piperidine-4-carboxylic acid (428 mg, 1.080 mmol), and 1H-benzo[d][1,2,3]triazol-1-ol (182 mg, 1.350 mmol) were dissolved in 4.0 mL of DCM. The reaction was stirred at room temperature for ten minutes before Hunig's Base (0.236 ml, 1.350 mmol) and (1-methyl-1H-pyrazol-3-yl)methanamine (100 mg, 0.900 mmol) as a 1.0 mL DCM solution was added. The reaction was ... Reactants: COC(C1=CC(=CC=C1)NC(CN1C(N(C2=C(C(=N1)C1CCCCC1)C=CC=C2)CC(C(C)(C)C)=O)=O)=O)=O (3-{2-[5-Cyclohexyl-1-(3,3-dimethyl-2-oxo-butyl)-2-oxo-1,2-dihydro-3H-1,3,4-benzotriazepin-3-yl]-acetylamino}-benzoic acid methyl ester), CC(C(CN1C(N(N=C(C2=C1C=CC=C2)C2=NC=CC=C2)CC(=O)O)=O)=O)(C)C ([1-(3,3-dimethyl-2-oxo-butyl)-2-oxo-5-pyridin-2-yl-1,2-dihydro-3H-1,3,4-benzotriazepin-3-yl]-acetic acid), C(C)(C)(C)OC(N(C)C1=CC(=CC=C1)N)=O ((3-amino-phenyl)-methyl-carbamic acid tert-butyl ester), C1(CCCCC1)C1=NN(C(N(C2=C1C=CC=C2)CC(C(C)(C)C)=O)=O)CC(=O)O ([5-cyclohexyl-1-(3,3-dimethyl-2-oxo-butyl)-2-oxo-1,2-dihydro-3H-1,3,4-benzotriazepin-3-yl]-acetic acid), COC(C1=CC(=CC=C1)N)=O (3-amino-benzoic acid methyl ester). The product is C(C)(C)(C)OC(N(C)C1=CC(=CC=C1)NC(CN1C(N(C2=C(C(=N1)C1CCCCC1)C=CC=C2)CC(C(C)(C)C)=O)=O)=O)=O ((3-{2-[5-cyclohexyl-1-(3,3-dimethyl-2-oxo-butyl)-2-oxo-1,2-dihydro-3H-1,3,4-benzotriazepin-3-yl]-acetylamino}-phenyl)-methyl-carbamic acid tert-butyl ester). As a reaction SMILES: COC(=O)[C:4]1[CH:9]=[CH:8][CH:7]=[C:6]([NH:10][C:11](=[O:38])[CH2:12][N:13]2[N:19]=[C:18]([CH:20]3[CH2:25][CH2:24][CH2:23][CH2:22][CH2:21]3)[C:17]3[CH:26]=[CH:27][CH:28]=[CH:29][C:16]=3[N:15]([CH2:30][C:31](=[O:36])[C:32]([CH3:35])([CH3:34])[CH3:33])[C:14]2=[O:37])[CH:5]=1.CC(C)(C)C(=O)CN1C2C=CC=CC=2C(C2C=CC=CN=2)=NN(CC(O)=O)C1=O.[C:69]([O:73][C:74](=[O:84])[N:75](C1C=CC=C(N)C=1)[CH3:76])([CH3:72])([CH3:71])[CH3:70].C1(C2C3C=CC=CC=3N(CC(=O)C(C)(C)C)C(=O)N(CC(O)=O)N=2)CCCCC1.COC(=O)C1C=CC=C(N)C=1>>[C:69]([O:73][C:74](=[O:84])[N:75]([C:4]1[CH:9]=[CH:8][CH:7]=[C:6]([NH:10][C:11](=[O:38])[CH2:12][N:13]2[N:19]=[C:18]([CH:17]3[CH2:16][CH2:29][CH2:28][CH2:27][CH2:26]3)[C:20]3[CH:21]=[CH:22][CH:23]=[CH:24][C:25]=3[N:15]([CH2:30][C:31](=[O:36])[C:32]([CH3:34])([CH3:35])[CH3:33])[C:14]2=[O:37])[CH:5]=1)[CH3:76])([CH3:72])([CH3:71])[CH3:70]. Reported procedure: The title compound was obtained by the method used in the preparation of 3-{2-[5-cyclohexyl-1-(3,3-dimethyl-2-oxo-butyl)-2-oxo-1,2-dihydro-3H-1,3,4-benzotriazepin-3-yl]-acetylamino}-benzoic acid methyl ester (Example 1, step e) except that [1-(3,3-dimethyl-2-oxo-butyl)-2-oxo-5-pyridin-2-yl-1,2-dihydro-3H-1,3,4-benzotriazepin-3-yl]-acetic acid (Example 5, step a) and (3-amino-phenyl)-methyl-carbamic acid tert-butyl ester (Example 3, step c) were used in place of [5-cyclohexyl-1-(3,3-dimethyl-2-ox... The reactants are C[Si](C)(C)OC(C#N)(c1ccccc1)c1ccc(NC(=O)C2CC(c3cccnc3)=NO2)cc1, C1CCOC1. The product is N#CC(O)(c1ccccc1)c1ccc(NC(=O)C2CC(c3cccnc3)=NO2)cc1. As a reaction SMILES: [C:1](#[N:2])[C:3]([c:4]1[cH:5][cH:6][c:7]([NH:10][C:11](=[O:12])[CH:13]2[CH2:14][C:15]([c:18]3[cH:19][n:20][cH:21][cH:22][cH:23]3)=[N:16][O:17]2)[cH:8][cH:9]1)([c:24]1[cH:25][cH:26][cH:27][cH:28][cH:29]1)[O:30][Si:31]([CH3:32])([CH3:33])[CH3:34].[CH2:35]1[O:36][CH2:37][CH2:38][CH2:39]1>>[C:1](#[N:2])[C:3]([c:4]1[cH:5][cH:6][c:7]([NH:10][C:11](=[O:12])[CH:13]2[CH2:14][C:15]([c:18]3[cH:19][n:20][cH:21][cH:22][cH:23]3)=[N:16][O:17]2)[cH:8][cH:9]1)([c:24]1[cH:25][cH:26][cH:27][cH:28][cH:29]1)[OH:30]. Reactants: C(C)(C)(C)OC(=O)[C@]1([C@H](C1)CC)NC(=O)OCC[Si](C)(C)C ((1S,2S) 2-ethyl-1-(2-trimethylsilanylethoxycarbonylamino)cyclopropane-carboxylic Acid tert-butyl Ester), CCCC[N+](CCCC)(CCCC)CCCC.[F-] (TBAF), C1CCOC1 (THF). Run in C(C)(=O)OCC (ethyl acetate). Yields the product C(C)(C)(C)OC(=O)[C@]1([C@H](C1)CC)N ((1S,2S) 1-amino-2-ethylcyclopropanecarboxylic Acid tert-butyl Ester). As a reaction SMILES: [C:1]([O:5][C:6]([C@:8]1([NH:13]C(OCC[Si](C)(C)C)=O)[CH2:10][C@@H:9]1[CH2:11][CH3:12])=[O:7])([CH3:4])([CH3:3])[CH3:2].CCCC[N+](CCCC)(CCCC)CCCC.[F-].C1COCC1>C(OCC)(=O)C>[C:1]([O:5][C:6]([C@:8]1([NH2:13])[CH2:10][C@@H:9]1[CH2:11][CH3:12])=[O:7])([CH3:4])([CH3:3])[CH3:2] |f:1.2|. Procedure: To the product of Step 3 (3 g, 9 mmol) was added a 1.0M TBAF solution in THF (9.3 mL, 9.3 mmol). The mixture was heated to reflux for 1.5 hours, cooled to room temperature, and diluted with 500 mL of ethyl acetate. The solution was successively washed with water (2×100 mL) and brine (2×100 mL), dried (MgSO4), filtered, and concentrated in vacuo to provide the desired product. Reactants: C#Cc1ccc2c(c1)CC1(CC2)OCCO1, C1CCOC1, CCOCC, Cl. Product: C#Cc1ccc2c(c1)CC(=O)CC2. RXN SMILES: [C:1](#[CH:2])[c:3]1[cH:4][cH:5][c:6]2[c:15]([cH:16]1)[CH2:14][C:9]1([CH2:8][CH2:7]2)[O:10][CH2:13][CH2:12][O:11]1.[CH2:17]1[O:18][CH2:19][CH2:20][CH2:21]1.[CH3:23][CH2:24][O:25][CH2:26][CH3:27].[ClH:22]>>[C:1](#[CH:2])[c:3]1[cH:4][cH:5][c:6]2[c:15]([cH:16]1)[CH2:14][C:9](=[O:10])[CH2:8][CH2:7]2. Starting materials: ClC1=C(C=O)C=CC=C1 (2-chlorobenzaldehyde), BrC1=NC=CC=C1 (2-bromopyridine), Cl (HCl), C(CCC)[Li] (n-butyllithium), C(C)(C)NC(C)C (diisopropylamine), BrC1=NC=CC=C1 (2-bromopyridine), C(C)(C)N(C(C)C)CC (N,N-diisopropylethylamine). Solvent: CS(=O)C (DMSO), C1CCOC1 (THF), CS(=O)C (DMSO), C1CCOC1 (THF), CS(=O)C (DMSO), CS(=O)C (DMSO), CS(=O)C (DMSO), C(C)(=O)OCC (ethyl acetate), C1CCOC1 (THF). Reaction conditions: temperature -70 celsius, time 15 minute. The product is BrC1=NC=CC=C1C(=O)C1=C(C=CC=C1)Cl ((2-bromopyridin-3-yl)-(2-chlorophenyl)methanone). As a reaction SMILES: C([Li])CCC.C(NC(C)C)(C)C.[Br:13][C:14]1[CH:19]=[CH:18][CH:17]=[CH:16][N:15]=1.[Cl:20][C:21]1[CH:28]=[CH:27][CH:26]=[CH:25][C:22]=1[CH:23]=[O:24].C(N(CC)C(C)C)(C)C.Cl>C1COCC1.CS(C)=O.C(OCC)(=O)C>[Br:13][C:14]1[C:19]([C:23]([C:22]2[CH:25]=[CH:26][CH:27]=[CH:28][C:21]=2[Cl:20])=[O:24])=[CH:18][CH:17]=[CH:16][N:15]=1. Procedure: Add n-butyllithium (21.7 mL, 34.8 mmol, 1.6 M in hexanes) to a −70° C. solution of diisopropylamine (4.9 mL, 34.8 mmol) in THF (75 mL). Allow the solution to cool back to −70° C., and add 2-bromopyridine (5.0 g, 31.6 mmol) to the solution while maintaining the temperature below −65° C. Rinse contents of vessel that contained 2-bromopyridine with THF (10 mL) and add this solution to the reaction mixture. Stir the resulting solution for 15 min, and then add a solution of 2-chlorobenzaldehyde (3.55... Reactants: CCCCCc1ccc(Br)cc1, O=C([O-])[O-], Cc1ccccc1, OB(O)c1cccc(F)c1, [K+], [K+], O. Product: CCCCCc1ccc(-c2cccc(F)c2)cc1. As a reaction SMILES: [Br:1][c:2]1[cH:3][cH:4][c:5]([CH2:8][CH2:9][CH2:10][CH2:11][CH3:12])[cH:6][cH:7]1.[C:23](=[O:24])([O-:25])[O-:26].[CH3:29][c:30]1[cH:31][cH:32][cH:33][cH:34][cH:35]1.[F:13][c:14]1[cH:15][c:16]([B:20]([OH:21])[OH:22])[cH:17][cH:18][cH:19]1.[K+:27].[K+:28].[OH2:36]>>[c:2]1(-[c:16]2[cH:15][c:14]([F:13])[cH:19][cH:18][cH:17]2)[cH:3][cH:4][c:5]([CH2:8][CH2:9][CH2:10][CH2:11][CH3:12])[cH:6][cH:7]1. Starting materials: COC1=NC(=CC(=N1)OC1CC2C(N(CCCCC=CC3CC3(NC(C2C1)=O)C(=O)O)C)=O)C1=CC=C(C=C1)OC (17-[2-Methoxy-6-(4-methoxy-phenyl)-pyrimidin-4-yloxy]-13-methyl-2,14-dioxo-3,13-diaza-tricyclo[13.3.0.0*4,6*]octadec-7-ene-4-carboxylic acid), C1(CC1)S(=O)(=O)N (cyclopropane sulfonamide), CCN=C=NCCCN(C)C (EDAC), C1CCC2=NCCCN2CC1 (DBU). Run in C(Cl)Cl (DCM). Product: COC1=NC(=CC(=N1)OC1CC2C(N(CCCCC=CC3CC3(NC(C2C1)=O)C(=O)NS(=O)(=O)C1CC1)C)=O)C1=CC=C(C=C1)OC (Cyclopropanesulfonic acid {17-[2-methoxy-6-(4-methoxy-phenyl)-pyrimidin-4-yloxy]-13-methyl-2,14-dioxo-3,13-diaza-tricyclo[13.3.0.0*4,6*]octadec-7-ene-4-carbonyl}-amide). Isolated yield 44.0%. RXN SMILES: [CH3:1][O:2][C:3]1[N:8]=[C:7]([O:9][CH:10]2[CH2:27][CH:26]3[CH:12]([C:13](=[O:33])[N:14]([CH3:32])[CH2:15][CH2:16][CH2:17][CH2:18][CH:19]=[CH:20][CH:21]4[C:23]([C:29]([OH:31])=O)([NH:24][C:25]3=[O:28])[CH2:22]4)[CH2:11]2)[CH:6]=[C:5]([C:34]2[CH:39]=[CH:38][C:37]([O:40][CH3:41])=[CH:36][CH:35]=2)[N:4]=1.[CH:42]1([S:45]([NH2:48])(=[O:47])=[O:46])[CH2:44][CH2:43]1.CCN=C=NCCCN(C)C.C1CCN2C(=NCCC2)CC1>C(Cl)Cl>[CH3:1][O:2][C:3]1[N:8]=[C:7]([O:9][CH:10]2[CH2:27][CH:26]3[CH:12]([C:13](=[O:33])[N:14]([CH3:32])[CH2:15][CH2:16][CH2:17][CH2:18][CH:19]=[CH:20][CH:21]4[C:23]([C:29]([NH:48][S:45]([CH:42]5[CH2:44][CH2:43]5)(=[O:47])=[O:46])=[O:31])([NH:24][C:25]3=[O:28])[CH2:22]4)[CH2:11]2)[CH:6]=[C:5]([C:34]2[CH:35]=[CH:36][C:37]([O:40][CH3:41])=[CH:38][CH:39]=2)[N:4]=1. Reported procedure: The acid 16f (195 mg, 0.34 mmol) was reacted with cyclopropane sulfonamide (53 mg, 0.44 mmol), EDAC (85 mg, 0.44 mmol) and DBU (137 mg, 0.9 mmol) in dry DCM (3 ml) according to the procedure described in Example 13 step f. Purification by column chromatography on silica gel eluted with diethyl ether-ethyl acetate gave the title compound, (100 mg, 45%), (M+H)+668.